Task: describe an organic reaction: reactants, conditions, products, and yield. Dataset: the Open Reaction Database (ORD), a public repository of structured organic reaction records Reactants: Cc1ccc(S(=O)(=O)O)cc1, CC(C)(C#CC(=O)c1ccncc1)O[Si](C)(C)C, ClCCl, O. The product is CC(C)(O)C#CC(=O)c1ccncc1. Reaction SMILES: [CH3:19][c:20]1[cH:21][cH:22][c:23]([S:24]([OH:25])(=[O:26])=[O:27])[cH:28][cH:29]1.[CH3:1][C:2]([C:3]#[C:4][C:5](=[O:6])[c:7]1[cH:8][cH:9][n:10][cH:11][cH:12]1)([CH3:13])[O:14][Si:15]([CH3:16])([CH3:17])[CH3:18].[Cl:30][CH2:31][Cl:32].[OH2:33]>>[CH3:1][C:2]([C:3]#[C:4][C:5](=[O:6])[c:7]1[cH:8][cH:9][n:10][cH:11][cH:12]1)([CH3:13])[OH:14]. Reactants: C([O-])([O-])=O.[K+].[K+] (potassium carbonate), FC1=CC=C(C(=O)C2CCNCC2)C=C1 (4-(4-fluorobenzoyl)piperidine), [I-].[K+] (potassium iodide), ClCCCC1CCC2=C(C(=NO2)C)C1=O (5-(3-chloropropyl)-6,7-dihydro-3-methyl-1,2-benzisoxazol-4(5H)-one). Solvent: CN(C)C=O (DMF). Reaction conditions: temperature 80 celsius. Yields the product FC1=CC=C(C(=O)C2CCN(CC2)CCCC2CCC3=C(C(=NO3)C)C2=O)C=C1 (6,7-dihydro-5-[3-(4-(4-fluorobenzoyl)-1-piperidinyl)-propyl]-3-methyl-1,2-benzisoxazol-4(5H)-one). Yield: 47.1%. RXN SMILES: Cl[CH2:2][CH2:3][CH2:4][CH:5]1[C:14](=[O:15])[C:9]2[C:10]([CH3:13])=[N:11][O:12][C:8]=2[CH2:7][CH2:6]1.C(=O)([O-])[O-].[K+].[K+].[F:22][C:23]1[CH:36]=[CH:35][C:26]([C:27]([CH:29]2[CH2:34][CH2:33][NH:32][CH2:31][CH2:30]2)=[O:28])=[CH:25][CH:24]=1.[I-].[K+]>CN(C=O)C>[F:22][C:23]1[CH:24]=[CH:25][C:26]([C:27]([CH:29]2[CH2:34][CH2:33][N:32]([CH2:2][CH2:3][CH2:4][CH:5]3[C:14](=[O:15])[C:9]4[C:10]([CH3:13])=[N:11][O:12][C:8]=4[CH2:7][CH2:6]3)[CH2:31][CH2:30]2)=[O:28])=[CH:35][CH:36]=1 |f:1.2.3,5.6|. Reported procedure: To a solution consisting of 5-(3-chloropropyl)-6,7-dihydro-3-methyl-1,2-benzisoxazol-4(5H)-one (0.85 g) and DMF (20 ml) was added anhydrous potassium carbonate (0.52 g) diisopropylethyl amine (0.33 ml), 4-(4-fluorobenzoyl)piperidine (0.92 g) and potassium iodide (62 mg) at room temperature with stirring. The flask was flushed with nitrogen and warmed to 80° C. for 24 hours. Upon cooling to room temperature, water and ethyl acetate were added to the reaction mixture. The layers were separated and...